This data is from the Open Reaction Database (ORD), a public repository of structured organic reaction records. The task is: describe an organic reaction: reactants, conditions, products, and yield Starting materials: COC(=O)C=1N=C(NC1C1=CC=C(C=C1)F)SC (5-(4-Fluoro-phenyl)-2-methylsulfanyl-1H-imidazole-4-carboxylic acid methyl ester), OOS(=O)[O-].[K+] (OXONE), CO (MeOH). The solvent is O (water). Run at time 4 hour. Yields the product COC(=O)C=1N=C(NC1C1=CC=C(C=C1)F)S(=O)(=O)C (5-(4-Fluoro-phenyl)-2-methanesulfonyl-1H-imidazole-4-carboxylic acid methyl ester). Yield: 92.0%. RXN SMILES: [CH3:1][O:2][C:3]([C:5]1[N:6]=[C:7](SC)[NH:8][C:9]=1[C:10]1[CH:15]=[CH:14][C:13]([F:16])=[CH:12][CH:11]=1)=[O:4].O[O:20][S:21]([O-:23])=O.[K+].[CH3:25]O>O>[CH3:1][O:2][C:3]([C:5]1[N:6]=[C:7]([S:21]([CH3:25])(=[O:23])=[O:20])[NH:8][C:9]=1[C:10]1[CH:15]=[CH:14][C:13]([F:16])=[CH:12][CH:11]=1)=[O:4] |f:1.2|. Procedure: To a stirred solution of compound 8 (19.3 g, 72.5 mmol) in MeOH (500 mL) was added a solution of OXONE (133 g) in water (500 mL) dropwise at rt in 1 h. The resulting mixture was stirred at rt for 4 h and then concentrated under reduced pressure. The slurry aqueous mixture was extracted with DCM (200 mL×4). The combined extracts were washed with brine (100 mL×2), dried over anhydrous MgSO4, filtered, and evaporated to afford sulfone 10 (19.8 g, 92%) as a white solid. ESI MS m/z 299.2 (M+H)+. The reactants are C[Si](ON)(C)C (O-(Trimethylsilyl)hydroxylamine), C1(CCCCC1)CCC[C@H](CC(=O)O)C1=NC(=NO1)C(=O)N(C)CC(=O)OC ((3R)-6-cyclohexyl-3-(3-{[(2-methoxy-2-oxoethyl)(methyl)amino]carbonyl}-1,2,4-oxadiazol-5-yl)hexanoic acid), CN1CCOCC1 (N-methylmorpholine), ClC(=O)OCC(C)C (isobutyl chloroformate). The solvent is ClCCl (dichloromethane). Conditions: time 30 minute. The product is C1(CCCCC1)CCC[C@H](CC(=O)NO)C1=NC(=NO1)C(=O)N(CC(=O)OC)C (Methyl 2-[[(5-{(1R)-4-cyclohexyl-1-[2-(hydroxyamino)-2-oxoethyl]butyl}-1,2,4-oxadiazol-3-yl)carbonyl](methyl)amino]acetate). The yield is 65.1%. RXN SMILES: [CH:1]1([CH2:7][CH2:8][CH2:9][C@@H:10]([C:15]2[O:19][N:18]=[C:17]([C:20]([N:22]([CH2:24][C:25]([O:27][CH3:28])=[O:26])[CH3:23])=[O:21])[N:16]=2)[CH2:11][C:12](O)=[O:13])[CH2:6][CH2:5][CH2:4][CH2:3][CH2:2]1.CN1CCOCC1.ClC(OCC(C)C)=O.C[Si](C)(C)[O:46][NH2:47]>ClCCl>[CH:1]1([CH2:7][CH2:8][CH2:9][C@@H:10]([C:15]2[O:19][N:18]=[C:17]([C:20]([N:22]([CH3:23])[CH2:24][C:25]([O:27][CH3:28])=[O:26])=[O:21])[N:16]=2)[CH2:11][C:12]([NH:47][OH:46])=[O:13])[CH2:6][CH2:5][CH2:4][CH2:3][CH2:2]1. Procedure details: A solution of (3R)-6-cyclohexyl-3-(3-{[(2-methoxy-2-oxoethyl)(methyl)amino]carbonyl}-1,2,4-oxadiazol-5-yl)hexanoic acid (Preparation 39) (273 mg, 0.70 mmol)and N-methylmorpholine (85 μl, 0.77 mmol) in anhydrous dichloromethane (10 ml) was cooled to 0° C., treated with isobutyl chloroformate (100 μl, 0.77 mmol) and the resulting mixture was stirred under a nitrogen atmosphere for 30 minutes. O-(Trimethylsilyl)hydroxylamine (250 μl, 2.10 mmol) was then added and the mixture stirred under a nitroge... Starting materials: C([O-])(O)=O.[Na+] (sodium bicarbonate), ClC1=CC=C(C=C1)N1N=CC=C1 (1-(4-chlorophenyl)pyrazole), BrBr (bromine), OS(=O)[O-].[Na+] (NaHSO3), BrBr (bromine). The solvent is O (water), C(C)(=O)O (acetic acid). Reaction conditions: time 18 hour. Yields the product BrC=1C=NN(C1)C1=CC=C(C=C1)Cl (4-bromo-1-(4-chlorophenyl)-pyrazole). The yield is 66.4%. As a reaction SMILES: [Cl:1][C:2]1[CH:7]=[CH:6][C:5]([N:8]2[CH:12]=[CH:11][CH:10]=[N:9]2)=[CH:4][CH:3]=1.[Br:13]Br.OS([O-])=O.[Na+].C(=O)(O)[O-].[Na+]>C(O)(=O)C.O>[Br:13][C:11]1[CH:10]=[N:9][N:8]([C:5]2[CH:4]=[CH:3][C:2]([Cl:1])=[CH:7][CH:6]=2)[CH:12]=1 |f:2.3,4.5|. Procedure: A solution of 1-(4-chlorophenyl)pyrazole (834 mg, 4.67 mmol) in acetic acid (10 mL) is treated with bromine (0.26 mL, 5.08 mmol). After stirring for 18 h, the solution is diluted with 40 mL water, and satd. aq. NaHSO3 solution is added until the bromine color had dissipated. Then, solid sodium bicarbonate is added until a neutral pH is obtained. This mixture is extracted with ethyl acetate (2×50 mL), and the extracts are washed with brine, combined, dried over MgSO4, filtered and evaporated. The... Starting materials: C(OCC)([O-])[O-] (Ethyl orthoformate), CC1=C(OCC2=C(C=CC=C2)C(C(=O)NN)=NOC)C=C(C=C1)C (2-(2,5-dimethylphenoxymethyl)-α-methoxyiminophenylacetohydrazide). The solvent is O (water). Product: CON=C(C1=C(C=CC=C1)COC1=C(C=CC(=C1)C)C)C=1OC=NN1 (2-(2,5-dimethylphenoxymethyl)phenyl 1,3,4-oxadiazol-2-yl ketone O-methyloxime). Yield: 19.8%. As a reaction SMILES: [CH:1]([O-])([O-])OCC.[CH3:7][C:8]1[CH:29]=[CH:28][C:27]([CH3:30])=[CH:26][C:9]=1[O:10][CH2:11][C:12]1[CH:17]=[CH:16][CH:15]=[CH:14][C:13]=1[C:18](=[N:23][O:24][CH3:25])[C:19]([NH:21][NH2:22])=[O:20]>O>[CH3:25][O:24][N:23]=[C:18]([C:19]1[O:20][CH:1]=[N:22][N:21]=1)[C:13]1[CH:14]=[CH:15][CH:16]=[CH:17][C:12]=1[CH2:11][O:10][C:9]1[CH:26]=[C:27]([CH3:30])[CH:28]=[CH:29][C:8]=1[CH3:7]. Reported procedure: Ethyl orthoformate (2 ml) was added to 2-(2,5-dimethylphenoxymethyl)-α-methoxyiminophenylacetohydrazide (0.49 g, 1.5 mmol), and the mixture was stirred under reflux for 4 hours. After completion of the reaction, water (100 ml) was added, and the mixture was extracted with dichloromethane. The dichloromethane layer was dried over anhydrous magnesium sulfate and concentrated under reduced pressure. The residue was recrystallized from ethyl acetate/n-hexane to give 2-(2,5-dimethylphenoxymethyl)phen... Starting materials: C(N)(=O)CC=1C=CC(=C(C(=O)NCC2=CC=C(C=C2)C(F)(F)F)C1)OC (5-carbamoylmethyl-2-methoxy-N-(4-trifluoromethylbenzyl)benzamide), C(C)O (ethanol), aqueous solution, [OH-].[Na+] (sodium hydroxide), O (water). Run in C(C)OCC (diethyl ether). Product: COC1=C(C=C(C=C1)CC(=O)O)C(NCC1=CC=C(C=C1)C(F)(F)F)=O (4-Methoxy-3-[N-(4-trifluoromethylbenzyl)]carbamoylphenylacetic acid). Reaction SMILES: [C:1]([CH2:4][C:5]1[CH:6]=[CH:7][C:8]([O:25][CH3:26])=[C:9]([CH:24]=1)[C:10]([NH:12][CH2:13][C:14]1[CH:19]=[CH:18][C:17]([C:20]([F:23])([F:22])[F:21])=[CH:16][CH:15]=1)=[O:11])(=[O:3])N.C([OH:29])C.[OH-].[Na+].O>C(OCC)C>[CH3:26][O:25][C:8]1[CH:7]=[CH:6][C:5]([CH2:4][C:1]([OH:29])=[O:3])=[CH:24][C:9]=1[C:10](=[O:11])[NH:12][CH2:13][C:14]1[CH:19]=[CH:18][C:17]([C:20]([F:23])([F:22])[F:21])=[CH:16][CH:15]=1 |f:2.3|. Procedure details: To 700 mg of 5-carbamoylmethyl-2-methoxy-N-(4-trifluoromethylbenzyl)benzamide were added 21 ml of ethanol, 7 ml of 1 mol/l aqueous solution of sodium hydroxide, and the mixture was refluxed for 18 hours. The reaction mixture was poured into water, washed with ethyl acetate, and further the aqueous layer was adjusted to pH value of 1 to 2 with 2 mol/l hydrochloric acid, which was then extracted with ethyl acetate. The organic layer was washed with water and saturated brine in sequence and dried a... Reactants: C(C)OC(=O)C=1C(=C2C(=NC1)N(N=C2)CC2=CC=CC=C2)Cl (1-benzyl-4-chloro-1H-pyrazolo[3,4-b]pyridine-5-carboxylic acid ethyl ester), FC1=CC(=C(C=C1)B(O)O)C (4-fluoro-2-methylphenylboronic acid), C(=O)([O-])[O-].[Na+].[Na+] (Na2CO3). The reagents and catalysts are C=1C=CC(=CC1)[P](C=2C=CC=CC2)(C=3C=CC=CC3)[Pd]([P](C=4C=CC=CC4)(C=5C=CC=CC5)C=6C=CC=CC6)([P](C=7C=CC=CC7)(C=8C=CC=CC8)C=9C=CC=CC9)[P](C=1C=CC=CC1)(C=1C=CC=CC1)C=1C=CC=CC1 (Pd(PPh3)4). Run in C1(=CC=CC=C1)C (toluene), CCO (EtOH). Conditions: temperature 75 celsius, time 15 hour. Product: C(C)OC(=O)C=1C(=C2C(=NC1)N(N=C2)CC2=CC=CC=C2)C2=C(C=C(C=C2)F)C (1-Benzyl-4-(4-fluoro-2-methyl-phenyl)-1H-pyrazolo[3,4-b]pyridine-5-carboxylic acid ethyl ester). Isolated yield 84.5%. Reaction SMILES: [CH2:1]([O:3][C:4]([C:6]1[C:7](Cl)=[C:8]2[CH:14]=[N:13][N:12]([CH2:15][C:16]3[CH:21]=[CH:20][CH:19]=[CH:18][CH:17]=3)[C:9]2=[N:10][CH:11]=1)=[O:5])[CH3:2].[F:23][C:24]1[CH:29]=[CH:28][C:27](B(O)O)=[C:26]([CH3:33])[CH:25]=1.C([O-])([O-])=O.[Na+].[Na+]>C1(C)C=CC=CC=1.CCO.C1C=CC([P]([Pd]([P](C2C=CC=CC=2)(C2C=CC=CC=2)C2C=CC=CC=2)([P](C2C=CC=CC=2)(C2C=CC=CC=2)C2C=CC=CC=2)[P](C2C=CC=CC=2)(C2C=CC=CC=2)C2C=CC=CC=2)(C2C=CC=CC=2)C2C=CC=CC=2)=CC=1>[CH2:1]([O:3][C:4]([C:6]1[C:7]([C:27]2[CH:28]=[CH:29][C:24]([F:23])=[CH:25][C:26]=2[CH3:33])=[C:8]2[CH:14]=[N:13][N:12]([CH2:15][C:16]3[CH:21]=[CH:20][CH:19]=[CH:18][CH:17]=3)[C:9]2=[N:10][CH:11]=1)=[O:5])[CH3:2] |f:2.3.4,^1:53,55,74,93|. Procedure details: A solution of 1-benzyl-4-chloro-1H-pyrazolo[3,4-b]pyridine-5-carboxylic acid ethyl ester (4.56 g, 0.0144 mol) in toluene (80 mL) and EtOH (40 mL) was degassed 3 times before Pd(PPh3)4 (0.834 g, 0.722 mmol), 4-fluoro-2-methylphenylboronic acid (2.67 g, 0.0173 mol) and an aqueous solution of Na2CO3 (2N, 14.4 mL, 0.0288 mol) were added. The reaction mixture was stirred at 75° C. for 15 hours, cooled down to RT, filtered and the volatiles evaporated under vacuo. The residue was taken up in EtOAc and... The reactants are OC1CN2C(C(CCCCCC=CC3CC3(NC(C2C1)=O)C(=O)NS(=O)(=O)C1CC1)NC(=O)OC(C)(C)C)=O (18-hydroxy-14-tert-butoxycarbonylamino-4-cyclopropylsulfonylaminocarbonyl-2,15-dioxo-3,16-diazatricyclo[14.3.0.04,6]-nonadec-7-ene), N1(N=CC=C1)C1=CC=C(C(=O)Cl)C=C1 (4-(1-pyrazolyl)benzoyl chloride). Product: N1(N=CC=C1)C1=CC=C(C(=O)OC2CN3C(C(CCCCCC=CC4CC4(NC(C3C2)=O)C(=O)NS(=O)(=O)C2CC2)NC(=O)OC(C)(C)C)=O)C=C1 (18-(4-[1-pyrazolyl]benzoyloxy)-14-tert-butoxycarbonylamino-4-cyclopropylsulfonylaminocarbonyl-2,15-dioxo-3,16-diazatricyclo-[14.3.0.04,6]-nonadec-7-ene). The yield is 7.7%. Reaction SMILES: [OH:1][CH:2]1[CH2:20][CH:19]2[N:4]([C:5](=[O:39])[CH:6]([NH:31][C:32]([O:34][C:35]([CH3:38])([CH3:37])[CH3:36])=[O:33])[CH2:7][CH2:8][CH2:9][CH2:10][CH2:11][CH:12]=[CH:13][CH:14]3[C:16]([C:22]([NH:24][S:25]([CH:28]4[CH2:30][CH2:29]4)(=[O:27])=[O:26])=[O:23])([NH:17][C:18]2=[O:21])[CH2:15]3)[CH2:3]1.[N:40]1([C:45]2[CH:53]=[CH:52][C:48]([C:49](Cl)=[O:50])=[CH:47][CH:46]=2)[CH:44]=[CH:43][CH:42]=[N:41]1>>[N:40]1([C:45]2[CH:53]=[CH:52][C:48]([C:49]([O:1][CH:2]3[CH2:20][CH:19]4[N:4]([C:5](=[O:39])[CH:6]([NH:31][C:32]([O:34][C:35]([CH3:36])([CH3:38])[CH3:37])=[O:33])[CH2:7][CH2:8][CH2:9][CH2:10][CH2:11][CH:12]=[CH:13][CH:14]5[C:16]([C:22]([NH:24][S:25]([CH:28]6[CH2:30][CH2:29]6)(=[O:27])=[O:26])=[O:23])([NH:17][C:18]4=[O:21])[CH2:15]5)[CH2:3]3)=[O:50])=[CH:47][CH:46]=2)[CH:44]=[CH:43][CH:42]=[N:41]1. Procedure details: Prepared by way of method I using 18-hydroxy-14-tert-butoxycarbonylamino-4-cyclopropylsulfonylaminocarbonyl-2,15-dioxo-3,16-diazatricyclo[14.3.0.04,6]-nonadec-7-ene (100 mg, 0.175 mmol) and 4-(1-pyrazolyl)benzoyl chloride (183 mg, 0.88 mmol). The final trituration (diethyl ether/hexane) and filtration gave 10 mg (7.7%) of 18-(4-[1-pyrazolyl]benzoyloxy)-14-tert-butoxycarbonylamino-4-cyclopropylsulfonylaminocarbonyl-2,15-dioxo-3,16-diazatricyclo-[14.3.0.04,6]-nonadec-7-ene as a white powder: 99.9%...